describe an organic reaction: reactants, conditions, products, and yield From a dataset of the Open Reaction Database (ORD), a public repository of structured organic reaction records. Reactants: ClC1=CC=C(C=C1)C(C(CN1N=CN=C1)=O)C (3-(4-chlorophenyl)1-(1,2,4-triazol-1-yl)butan-2-one), [I-].C[S+](=O)(C)C (trimethylsulphoxonium iodide), [OH-].[K+] (potassium hydroxide), N1N=CN=C1 (1,2,4-triazole), C(C)(C)(C)O (tert butyl alcohol). Run in O (water). The product is ClC1=CC=C(C=C1)C(C(CC)(O)CN1N=CN=C1)N1N=CN=C1 ((4 chlorophenyl)-1-(1,2,4-triazol-1-yl)-2(1,2,4-triazol-1-ylmethyl)butan-2-ol). Reaction SMILES: [Cl:1][C:2]1[CH:7]=[CH:6][C:5]([CH:8](C)[C:9](=[O:16])[CH2:10][N:11]2[CH:15]=[N:14][CH:13]=[N:12]2)=[CH:4][CH:3]=1.[I-].C[S+](C)(C)=O.[OH-].[K+].[NH:26]1[CH:30]=[N:29][CH:28]=[N:27]1.[C:31](O)(C)(C)[CH3:32]>O>[Cl:1][C:2]1[CH:3]=[CH:4][C:5]([CH:8]([N:26]2[CH:30]=[N:29][CH:28]=[N:27]2)[C:9]([CH2:10][N:11]2[CH:15]=[N:14][CH:13]=[N:12]2)([OH:16])[CH2:31][CH3:32])=[CH:6][CH:7]=1 |f:1.2,3.4|. Procedure: A mixture of 3-(4-chlorophenyl)1-(1,2,4-triazol-1-yl)butan-2-one (0.7g), trimethylsulphoxonium iodide (0.77g), potassium hydroxide (0.38g) and 1,2,4-triazole (0.24g) in tert butyl alcohol (lOml) was heated at reflux for 4h. The reaction mixture was cooled and poured into water, and the aqueous phase was separated and extracted with ethyl acetate. The organic extract was separated, dried and concentrated to dryness under reduced pressure, and the residue was purified by column chromatography on s... Reactants: CC(C)(C)OC(=O)NC(Cc1cccc2ccccc12)C(=O)O, C1COCCN1. The product is CC(C)(C)OC(=O)NC(Cc1cccc2ccccc12)C(=O)N1CCOCC1. RXN SMILES: [C:7](=[O:8])([O:9][C:10]([CH3:11])([CH3:12])[CH3:13])[NH:14][CH:15]([CH2:16][c:17]1[cH:18][cH:19][cH:20][c:21]2[cH:22][cH:23][cH:24][cH:25][c:26]12)[C:27](=[O:28])[OH:29].[CH2:1]1[CH2:2][O:3][CH2:4][CH2:5][NH:6]1>>[CH2:1]1[CH2:2][O:3][CH2:4][CH2:5][N:6]1[C:27]([CH:15]([NH:14][C:7](=[O:8])[O:9][C:10]([CH3:11])([CH3:12])[CH3:13])[CH2:16][c:17]1[cH:18][cH:19][cH:20][c:21]2[cH:22][cH:23][cH:24][cH:25][c:26]12)=[O:28]. The reactants are ClCCl, OCC1CCO1, Cc1ccc(S(=O)(=O)Cl)cc1, c1ccncc1. Yields the product Cc1ccc(S(=O)(=O)OCC2CCO2)cc1. Reaction SMILES: [Cl:18][CH2:19][Cl:20].[OH:1][CH2:2][CH:3]1[O:4][CH2:5][CH2:6]1.[c:7]1([CH3:17])[cH:8][cH:9][c:10]([S:13](=[O:14])(=[O:15])[Cl:16])[cH:11][cH:12]1.[cH:21]1[cH:22][cH:23][n:24][cH:25][cH:26]1>>[O:1]([CH2:2][CH:3]1[O:4][CH2:5][CH2:6]1)[S:13]([c:10]1[cH:9][cH:8][c:7]([CH3:17])[cH:12][cH:11]1)(=[O:14])=[O:15].